Dataset: the Open Reaction Database (ORD), a public repository of structured organic reaction records. Task: describe an organic reaction: reactants, conditions, products, and yield Solvent: Cl (HCl). RXN SMILES: CC(C)(C)C([NH:5][C:6]1[C:11]([C:12]([C:14]2[CH:15]=[N:16][CH:17]=[CH:18][CH:19]=2)=[O:13])=[CH:10][CH:9]=[CH:8][N:7]=1)=O.[OH-].[Na+]>Cl>[NH2:5][C:6]1[C:11]([C:12]([C:14]2[CH:15]=[N:16][CH:17]=[CH:18][CH:19]=2)=[O:13])=[CH:10][CH:9]=[CH:8][N:7]=1 |f:1.2|. Yields the product NC1=NC=CC=C1C(=O)C=1C=NC=CC1 ((2-Amino-pyridin-3-yl)-pyridin-3-yl-methanone). Reactants: CC(C(=O)NC1=NC=CC=C1C(=O)C=1C=NC=CC1)(C)C (2,2-dimethyl-N-[3-(pyridine-3-carbonyl)-pyridin-2-yl]-propionamide), [OH-].[Na+] (NaOH). Procedure details: A solution of 2,2-dimethyl-N-[3-(pyridine-3-carbonyl)-pyridin-2-yl]-propionamide (0.225 g, 0.79 mmol) in 3M HCl (10 ml) is heated at reflux for 4 hours. The reaction mixture is allowed to cool to room temperature and the pH adjusted to basic with 2M NaOH. The product is extracted into DCM, dried (MgSO4), and concentrated in vacuo to afford a yellow solid. Drying in vacuo at 45° C. overnight yields (2-Amino-pyridin-3-yl)-pyridin-3-yl-methanone [M+H]+ 200. Starting materials: O=C=Nc1ccc(F)cc1F, Nc1cnc2cc3c(cc2c1-c1ccccc1Cl)CCC3, C1CCOC1. The product is O=C(Nc1ccc(F)cc1F)Nc1cnc2cc3c(cc2c1-c1ccccc1Cl)CCC3. Reaction SMILES: [F:22][c:23]1[c:24]([N:30]=[C:31]=[O:32])[cH:25][cH:26][c:27]([F:29])[cH:28]1.[NH2:1][c:2]1[cH:3][n:4][c:5]2[cH:6][c:7]3[c:8]([cH:9][c:10]2[c:11]1-[c:12]1[c:13]([Cl:18])[cH:14][cH:15][cH:16][cH:17]1)[CH2:19][CH2:20][CH2:21]3.[O:33]1[CH2:34][CH2:35][CH2:36][CH2:37]1>>[NH:1]([c:2]1[cH:3][n:4][c:5]2[cH:6][c:7]3[c:8]([cH:9][c:10]2[c:11]1-[c:12]1[c:13]([Cl:18])[cH:14][cH:15][cH:16][cH:17]1)[CH2:19][CH2:20][CH2:21]3)[C:31]([NH:30][c:24]1[c:23]([F:22])[cH:28][c:27]([F:29])[cH:26][cH:25]1)=[O:32]. Yields the product Fc1ccc(Nc2nc(NCc3ccc(Cl)nc3)nc(NN=Cc3ccc(OC(F)(F)F)cc3)n2)cc1C(F)(F)F. Starting materials: CCO, NNc1nc(NCc2ccc(Cl)nc2)nc(Nc2ccc(F)c(C(F)(F)F)c2)n1, O=Cc1ccc(OC(F)(F)F)cc1. As a reaction SMILES: [CH3:43][CH2:44][OH:45].[Cl:1][c:2]1[cH:3][cH:4][c:5]([CH2:8][NH:9][c:10]2[n:11][c:12]([NH:28][NH2:29])[n:13][c:14]([NH:16][c:17]3[cH:18][c:19]([C:24]([F:25])([F:26])[F:27])[c:20]([F:23])[cH:21][cH:22]3)[n:15]2)[cH:6][n:7]1.[F:30][C:31]([O:32][c:33]1[cH:34][cH:35][c:36]([CH:37]=[O:38])[cH:39][cH:40]1)([F:41])[F:42]>>[Cl:1][c:2]1[cH:3][cH:4][c:5]([CH2:8][NH:9][c:10]2[n:11][c:12]([NH:28][N:29]=[CH:37][c:36]3[cH:35][cH:34][c:33]([O:32][C:31]([F:30])([F:41])[F:42])[cH:40][cH:39]3)[n:13][c:14]([NH:16][c:17]3[cH:18][c:19]([C:24]([F:25])([F:26])[F:27])[c:20]([F:23])[cH:21][cH:22]3)[n:15]2)[cH:6][n:7]1. The reactants are C1(=CC=CC=C1)CCC[C@@H](C(=O)OCC)[C@@H](CCC)O (ethyl (2R,3R)-2-(3-phenyl-1-propyl)-3-hydroxyhexanoate), [OH-].[Na+] (sodium hydroxide), S([O-])(O)(=O)=O.[Na+] (sodium bisulfate). The solvent is C1CCOC1.C(C)O (THF ethanol). Conditions: temperature 23 celsius, time 20 hour. Yields the product C1(=CC=CC=C1)CCC[C@@H](C(=O)O)[C@@H](CCC)O ((2R,3R)-2-(3-phenyl-1-propyl)-3-hydroxyhexanoic acid). The yield is 99.9%. RXN SMILES: [C:1]1([CH2:7][CH2:8][CH2:9][C@H:10]([C@H:16]([OH:20])[CH2:17][CH2:18][CH3:19])[C:11]([O:13]CC)=[O:12])[CH:6]=[CH:5][CH:4]=[CH:3][CH:2]=1.[OH-].[Na+].S(=O)(=O)(O)[O-].[Na+]>C1COCC1.C(O)C>[C:1]1([CH2:7][CH2:8][CH2:9][C@H:10]([C@H:16]([OH:20])[CH2:17][CH2:18][CH3:19])[C:11]([OH:13])=[O:12])[CH:6]=[CH:5][CH:4]=[CH:3][CH:2]=1 |f:1.2,3.4,5.6|. Reported procedure: To a solution of ethyl (2R,3R)-2-(3-phenyl-1-propyl)-3-hydroxyhexanoate (1.70 g, 6.12 mmol) in THF-ethanol (2:1, 18 mL) is added 1 N aqueous sodium hydroxide solution (6.7 mL, 6.7 mmol). The solution is stirred at 23° C. for 20 h and is acidified to pH 3 with saturated aqueous sodium bisulfate and is extracted with two 50-mL portions of EtOAc. The combined organic layers are dried over anhydrous magnesium sulfate and concentrated under reduced pressure to provide (2R,3R)-2-(3-phenyl-1-propyl)-3-... The reactants are O=S(c1ccccc1)c1ccc(Br)nc1, C[O-], CO, [Na+]. Product: COc1ccc(S(=O)c2ccccc2)cn1. As a reaction SMILES: [Br:1][c:2]1[n:3][cH:4][c:5]([S:8](=[O:9])[c:10]2[cH:11][cH:12][cH:13][cH:14][cH:15]2)[cH:6][cH:7]1.[CH3:16][O-:17].[CH3:19][OH:20].[Na+:18]>>[c:2]1([O:17][CH3:16])[n:3][cH:4][c:5]([S:8](=[O:9])[c:10]2[cH:11][cH:12][cH:13][cH:14][cH:15]2)[cH:6][cH:7]1. Solvent: O1CCOCC1 (1,4-dioxane). The reactants are CC=1OC2=C(N1)C(C1=C(C=C2)C=CC=C1)C=1C(NC(N(C1)C)=O)=O ((±)-5-(2-Methyl-4H-benzo[5,6]cyclohepta[1,2-d]oxazol-4-yl)-1-methyl-2,4(1H,3H)-pyrimidinedione), COC=1C=CC(=CC1)P2(=S)SP(=S)(S2)C=3C=CC(=CC3)OC (Lawesson's reagent). Procedure: A mixture of the product from step (iii), (0.075 g) and Lawesson's reagent (0.094 g) in 1,4-dioxane (5 ml) under nitrogen was heated at reflux 16 h. The reaction mixture was partitioned between ethyl acetate and saturated brine. The organic phase was collected, dried over magnesium sulphate and solvent evaporated under reduced pressure. Purification was by flash chromatogaphy eluting with 0 to 2% ethanol in dichloromethane followed by a second column eluting with 40% ethyl acetate in toluene to ... Yields the product CC=1OC2=C(N1)C(C1=C(C=C2)C=CC=C1)C=1C(NC(N(C1)C)=O)=S ((±)-5-[2-methyl-4H-benzo[5,6]cyclohepta[1,2-d]oxazol-4-yl)-1-methyl-3,4-dihydro-4-thioxo-2(1H)-pyrimidinone). As a reaction SMILES: [CH3:1][C:2]1[O:3][C:4]2[CH:11]=[CH:10][C:9]3[CH:12]=[CH:13][CH:14]=[CH:15][C:8]=3[CH:7]([C:16]3[C:17](=O)[NH:18][C:19](=[O:23])[N:20]([CH3:22])[CH:21]=3)[C:5]=2[N:6]=1.COC1C=CC(P2(SP(C3C=CC(OC)=CC=3)(=S)S2)=[S:34])=CC=1>O1CCOCC1>[CH3:1][C:2]1[O:3][C:4]2[CH:11]=[CH:10][C:9]3[CH:12]=[CH:13][CH:14]=[CH:15][C:8]=3[CH:7]([C:16]3[C:17](=[S:34])[NH:18][C:19](=[O:23])[N:20]([CH3:22])[CH:21]=3)[C:5]=2[N:6]=1. Reactants: O=CO, CCCCN(C(=O)NCCCl)C1OC(C)C(O)C(O)C1O, O=N[O-], [Na+]. Yields the product CCCCN(C(=O)N(CCCl)N=O)C1OC(C)C(O)C(O)C1O. As a reaction SMILES: [CH:26]([OH:27])=[O:28].[Cl:1][CH2:2][CH2:3][NH:4][C:5](=[O:6])[N:7]([CH:8]1[CH:9]([OH:10])[CH:11]([OH:12])[CH:13]([OH:14])[CH:15]([CH3:17])[O:16]1)[CH2:18][CH2:19][CH2:20][CH3:21].[N:22](=[O:23])[O-:24].[Na+:25]>>[Cl:1][CH2:2][CH2:3][N:4]([C:5](=[O:6])[N:7]([CH:8]1[CH:9]([OH:10])[CH:11]([OH:12])[CH:13]([OH:14])[CH:15]([CH3:17])[O:16]1)[CH2:18][CH2:19][CH2:20][CH3:21])[N:22]=[O:23]. Starting materials: C([O-])([O-])=O.[K+].[K+] (potassium carbonate), COC(CC1=CC(=CC=C1)O)=O (3-hydroxybenzeneacetic acid methyl ester), C(CCCCCCCCCCCCC)Br (n-tetradecyl bromide), C([O-])([O-])=O.[K+].[K+] (potassium carbonate), C([O-])([O-])=O.[K+].[K+] (potassium carbonate). Solvent: CC(=O)C (acetone). Run at time 24 hour. Product: C(CCCCCCCCCCCCC)OC=1C=C(C=CC1)CC(=O)OC (3-(Tetradecyloxy)benzeneacetic acid, methyl ester). The yield is 44.4%. RXN SMILES: [CH3:1][O:2][C:3](=[O:12])[CH2:4][C:5]1[CH:10]=[CH:9][CH:8]=[C:7]([OH:11])[CH:6]=1.[CH2:13](Br)[CH2:14][CH2:15][CH2:16][CH2:17][CH2:18][CH2:19][CH2:20][CH2:21][CH2:22][CH2:23][CH2:24][CH2:25][CH3:26].C(=O)([O-])[O-].[K+].[K+]>CC(C)=O>[CH2:26]([O:11][C:7]1[CH:6]=[C:5]([CH2:4][C:3]([O:2][CH3:1])=[O:12])[CH:10]=[CH:9][CH:8]=1)[CH2:25][CH2:24][CH2:23][CH2:22][CH2:21][CH2:20][CH2:19][CH2:18][CH2:17][CH2:16][CH2:15][CH2:14][CH3:13] |f:2.3.4|. Procedure: A mixture of 46.5 g of 3-hydroxybenzeneacetic acid methyl ester, 77.6 g n-tetradecyl bromide and 42.54 g of potassium carbonate in 500 ml of acetone is refluxed for 24 hours. Another 15.5 g of potassium carbonate is added and reflux continued for another 24 hours. An additional 15.5 g of potassium carbonate is added and reflux continued for another 24 hours. The mixture is filtered and the filtrate evaporated to a residue which is poured into water and extracted with ether. The organic layer is ... The reactants are C(C)(=O)OC(C)=O (acetic anhydride), C(C)C1=C2C(=C(C=C(C2=CC=C1)/C=C(/C(=O)O)\C)OC)O ((E)-3-(5-ethyl-4-hydroxy-3-methoxy-1-naphthyl)-2-methylpropenoic acid), O (water). Run in N1=CC=CC=C1 (pyridine). Conditions: time 1 hour. Yields the product C(C)(=O)OC1=C(C=C(C2=CC=CC(=C12)CC)\C=C(/C(=O)O)\C)OC ((Z)-3-(4-acetoxy-5-ethyl-3-methoxy-1-naphthyl)-2-methylpropenoic acid). As a reaction SMILES: [CH2:1]([C:3]1[CH:12]=[CH:11][CH:10]=[C:9]2[C:4]=1[C:5]([OH:21])=[C:6]([O:19][CH3:20])[CH:7]=[C:8]2/[CH:13]=[C:14](\[CH3:18])/[C:15]([OH:17])=[O:16])[CH3:2].[C:22](OC(=O)C)(=[O:24])[CH3:23].O>N1C=CC=CC=1>[C:22]([O:21][C:5]1[C:4]2[C:9](=[CH:10][CH:11]=[CH:12][C:3]=2[CH2:1][CH3:2])[C:8](/[CH:13]=[C:14](/[CH3:18])\[C:15]([OH:17])=[O:16])=[CH:7][C:6]=1[O:19][CH3:20])(=[O:24])[CH3:23]. Procedure: 440 mg of (E)-3-(5-ethyl-4-hydroxy-3-methoxy-1-naphthyl)-2-methylpropenoic acid was dissolved in 2.4 ml of pyridine and 0.42 ml of acetic anhydride was added, followed by stirring at room temperature for 1 hour. The reaction mixture was poured into water and extracted with ethyl acetate. The organic layer was washed with dilute hydrochloric acid and water in this order, dried over anhydrous magnesium sulfate and concentrated in vacuo. The resultant crystals were washed with hexane to obtain 390 ... Starting materials: ClC1=CC=C(N=N1)NNC(CC=1C(=C2C=CC=NC2=CC1F)F)=O ((5,7-Difluoro-quinolin-6-yl)-acetic acid N′-(6-chloro-pyridazin-3-yl)-hydrazide). Run in C(C)(=O)O (acetic acid). Conditions: temperature 60 celsius. Yields the product ClC=1C=CC=2N(N1)C(=NN2)CC=2C(=C1C=CC=NC1=CC2F)F (6-(6-Chloro-[1,2,4]triazolo[4,3-b]pyridazin-3-ylmethyl)-5,7-difluoro-quinoline). As a reaction SMILES: [Cl:1][C:2]1[N:7]=[N:6][C:5]([NH:8][NH:9][C:10](=O)[CH2:11][C:12]2[C:13]([F:23])=[C:14]3[C:19](=[CH:20][C:21]=2[F:22])[N:18]=[CH:17][CH:16]=[CH:15]3)=[CH:4][CH:3]=1>C(O)(=O)C>[Cl:1][C:2]1[CH:3]=[CH:4][C:5]2[N:6]([C:10]([CH2:11][C:12]3[C:13]([F:23])=[C:14]4[C:19](=[CH:20][C:21]=3[F:22])[N:18]=[CH:17][CH:16]=[CH:15]4)=[N:9][N:8]=2)[N:7]=1. Procedure details: (6-Chloro-pyridazin-3-yl)-hydrazine (531 mg, 3.67 mmol) was added to an oven-dried round-bottom flask and dissolved in dimethylformamide (7 mL) and triethylamine (1.54 ml, 11.01 mmol). The solution was cooled to 0° C. (5,7-Difluoro-quinolin-6-yl)-acetyl chloride (887 mg, 3.67 mmol) was dissolved in dimethylformamide (8 mL) and added to the reaction mixture dropwise. The reaction was complete upon addition of the acid chloride. The solution was concentrated down under vacuo to dryness to afford (...